From a dataset of the Open Reaction Database (ORD), a public repository of structured organic reaction records. describe an organic reaction: reactants, conditions, products, and yield The reactants are FC1=CC=C(C=C1)C=1C(C(=CNC1)C(=O)O)=O (5-(4-fluorophenyl)-4-oxo-1,4-dihydropyridine-3-carboxylic acid), [H-].[Na+] (sodium hydride), [OH-].[Na+] (sodium hydroxide), C(CC(O)(C(=O)O)CC(=O)O)(=O)O (citric acid), C(C1=CC=CC=C1)Br (Benzyl bromide). Run in CN(C)C=O (DMF). Reaction conditions: time 1 hour. Product: C(C1=CC=CC=C1)N1C=C(C(C(=C1)C1=CC=C(C=C1)F)=O)C(=O)O (1-Benzyl-5-(4-fluorophenyl)-4-oxo-1,4-dihydropyridine-3-carboxylic acid). Reaction SMILES: [H-].[Na+].[F:3][C:4]1[CH:9]=[CH:8][C:7]([C:10]2[C:11](=[O:19])[C:12]([C:16]([OH:18])=[O:17])=[CH:13][NH:14][CH:15]=2)=[CH:6][CH:5]=1.[CH2:20](Br)[C:21]1[CH:26]=[CH:25][CH:24]=[CH:23][CH:22]=1.[OH-].[Na+].C(O)(=O)CC(CC(O)=O)(C(O)=O)O>CN(C=O)C>[CH2:20]([N:14]1[CH:15]=[C:10]([C:7]2[CH:6]=[CH:5][C:4]([F:3])=[CH:9][CH:8]=2)[C:11](=[O:19])[C:12]([C:16]([OH:18])=[O:17])=[CH:13]1)[C:21]1[CH:26]=[CH:25][CH:24]=[CH:23][CH:22]=1 |f:0.1,4.5|. Reported procedure: Fifty-five percent sodium hydride (131 mg) dispersed in oil was added to a solution of 5-(4-fluorophenyl)-4-oxo-1,4-dihydropyridine-3-carboxylic acid (233 mg) in DMF (5 ml) under ice cooling, and the mixture was stirred at room temperature for one hour. Benzyl bromide (356 μl) was then added and the mixture was stirred for two days. A 1 N aqueous sodium hydroxide solution was then added, followed by stirring overnight. A 10% aqueous citric acid solution was added to the reaction solution, and th...